The task is: describe an organic reaction: reactants, conditions, products, and yield. This data is from the Open Reaction Database (ORD), a public repository of structured organic reaction records. Reactants: N([C@H](CC1=CNC2=CC=CC=C12)C(=O)OCC1=CC=CC=C1)C(=O)OC(C)(C)C (Boc-D-Trp-OBzl), S(=O)(=O)(C1=CC=C(C)C=C1)Cl (Tos-Cl), [OH-].[Na+] (sodium hydroxide), Cl (hydrochloric acid). Reagents/catalysts: [Cl-].C(C)[N+](C)(C)C (ethyltrimethylammonium chloride). Run in C(Cl)Cl (methylene chloride), C(Cl)Cl (methylene chloride). The product is N([C@H](CC1=CN(C2=CC=CC=C12)S(=O)(=O)C1=CC=C(C)C=C1)C(=O)OCC1=CC=CC=C1)C(=O)OC(C)(C)C (Boc-D-Trp(Tos)-OBzl). Yield: 116.1%. Reaction SMILES: [NH:1]([C:23]([O:25][C:26]([CH3:29])([CH3:28])[CH3:27])=[O:24])[C@@H:2]([C:13]([O:15][CH2:16][C:17]1[CH:22]=[CH:21][CH:20]=[CH:19][CH:18]=1)=[O:14])[CH2:3][C:4]1[C:12]2[C:7](=[CH:8][CH:9]=[CH:10][CH:11]=2)[NH:6][CH:5]=1.[OH-].[Na+].[S:32](Cl)([C:35]1[CH:41]=[CH:40][C:38]([CH3:39])=[CH:37][CH:36]=1)(=[O:34])=[O:33].Cl>C(Cl)Cl.[Cl-].C([N+](C)(C)C)C>[NH:1]([C:23]([O:25][C:26]([CH3:29])([CH3:28])[CH3:27])=[O:24])[C@@H:2]([C:13]([O:15][CH2:16][C:17]1[CH:22]=[CH:21][CH:20]=[CH:19][CH:18]=1)=[O:14])[CH2:3][C:4]1[C:12]2[C:7](=[CH:8][CH:9]=[CH:10][CH:11]=2)[N:6]([S:32]([C:35]2[CH:41]=[CH:40][C:38]([CH3:39])=[CH:37][CH:36]=2)(=[O:34])=[O:33])[CH:5]=1 |f:1.2,6.7|. Reported procedure: Boc-D-Trp-OBzl (2.0 g) and ethyltrimethylammonium chloride (16.2 mg) were dissolved in methylene chloride (30 ml), and powdered sodium hydroxide (507 mg) was added. To this mixture was added a solution of Tos-Cl (1.45 g) in methylene chloride (5 ml) at room temperature. The reaction mixture was stirred for three and half an hour. After addition of 1N-hydrochloric acid (7.5 ml), the organic layer was separated, washed with sodium chloride solution, dried over magnesium sulfate, and evaporated to ... The reactants are C(C)(C)(C)OC(=O)N1CCC(CC1)N(C1=CC=C(C=C1)S(=O)C)CC1=CC(=CC=C1)C#N (4-[(3-cyano-benzyl)-(4-methanesulfinyl-phenyl)-amino]-piperidine-1-carboxylic acid tert-butyl ester), amine, O=C(CCN1C(C2=CC=CC=C2C1=O)=O)C (2-(3-oxo-butyl)-isoindole-1,3-dione). Product: NCCC(C)N1CCC(CC1)N(C1=CC=C(C=C1)S(=O)C)CC=1C=C(C#N)C=CC1 (3-{[[1-(3-amino-1-methyl-propyl)-piperidin-4-yl]-(4-methanesulfinyl-phenyl)-amino]-methyl}-benzonitrile). Reaction SMILES: C(OC([N:8]1[CH2:13][CH2:12][CH:11]([N:14]([CH2:24][C:25]2[CH:30]=[CH:29][CH:28]=[C:27]([C:31]#[N:32])[CH:26]=2)[C:15]2[CH:20]=[CH:19][C:18]([S:21]([CH3:23])=[O:22])=[CH:17][CH:16]=2)[CH2:10][CH2:9]1)=O)(C)(C)C.O=[C:34]([CH3:48])[CH2:35][CH2:36][N:37]1C(=O)C2C(=CC=CC=2)C1=O>>[NH2:37][CH2:36][CH2:35][CH:34]([N:8]1[CH2:13][CH2:12][CH:11]([N:14]([CH2:24][C:25]2[CH:26]=[C:27]([CH:28]=[CH:29][CH:30]=2)[C:31]#[N:32])[C:15]2[CH:20]=[CH:19][C:18]([S:21]([CH3:23])=[O:22])=[CH:17][CH:16]=2)[CH2:10][CH2:9]1)[CH3:48]. Procedure: Using general procedure C with 4-[(3-cyano-benzyl)-(4-methanesulfinyl-phenyl)-amino]-piperidine-1-carboxylic acid tert-butyl ester (260 mg, 0.57 mmol), then general procedure B with the resulting amine and 2-(3-oxo-butyl)-isoindole-1,3-dione (270 mg, 1.2 mmol) followed by general procedure D afforded 3-{[[1-(3-amino-1-methyl-propyl)-piperidin-4-yl]-(4-methanesulfinyl-phenyl)-amino]-methyl}-benzonitrile as a white solid (133 mg, 55% over 3 steps). Starting materials: ClC=1C(=C(C(=O)NC)C=CC1)NC1=NC(=NC=C1Cl)Cl (3-chloro-2-(2,5-dichloro-pyrimidin-4-ylamino)-N-methyl-benzamide), NC=1C=CC2=C(CCCC(N2CCOC)=O)C1 (7-amino-1-(2-methoxy-ethyl)-1,3,4,5-tetrahydro-1-benzazepin-2-one), C12(C(=O)CC(CC1)C2(C)C)CS(=O)(=O)O (10-camphorsulfonic acid), C(C)(C)O (isopropyl alcohol). The solvent is O (water), C(=O)(O)[O-].[Na+] (NaHCO3). Run at temperature 120 celsius. The product is ClC=1C(=C(C(=O)NC)C=CC1)NC1=NC(=NC=C1Cl)NC1=CC2=C(N(C(CCC2)=O)CCOC)C=C1 (3-Chloro-2-{5-chloro-2-[1-(2-methoxy-ethyl)-2-oxo-2,3,4,5-tetrahydro-1H-benzo[b]azepin-7-ylamino]-pyrimidin-4-ylamino}-N-methyl-benzamide). Isolated yield 29.9%. As a reaction SMILES: [Cl:1][C:2]1[C:3]([NH:12][C:13]2[C:18]([Cl:19])=[CH:17][N:16]=[C:15](Cl)[N:14]=2)=[C:4]([CH:9]=[CH:10][CH:11]=1)[C:5]([NH:7][CH3:8])=[O:6].[NH2:21][C:22]1[CH:23]=[CH:24][C:25]2[N:31]([CH2:32][CH2:33][O:34][CH3:35])[C:30](=[O:36])[CH2:29][CH2:28][CH2:27][C:26]=2[CH:37]=1.C12(CS(O)(=O)=O)C(C)(C)C(CC1)CC2=O.C(O)(C)C>O.C([O-])(O)=O.[Na+]>[Cl:1][C:2]1[C:3]([NH:12][C:13]2[C:18]([Cl:19])=[CH:17][N:16]=[C:15]([NH:21][C:22]3[CH:23]=[CH:24][C:25]4[N:31]([CH2:32][CH2:33][O:34][CH3:35])[C:30](=[O:36])[CH2:29][CH2:28][CH2:27][C:26]=4[CH:37]=3)[N:14]=2)=[C:4]([CH:9]=[CH:10][CH:11]=1)[C:5]([NH:7][CH3:8])=[O:6] |f:5.6|. Procedure details: A microwave vessel was charged with 3-chloro-2-(2,5-dichloro-pyrimidin-4-ylamino)-N-methyl-benzamide (50.00 mg, 0.1508 mmol), 7-amino-1-(2-methoxy-ethyl)-1,3,4,5-tetrahydro-1-benzazepin-2-one (39 mg, 0.16 mmol), 10-camphorsulfonic acid (6.0 mg, 0.026 mmol) and isopropyl alcohol (2 mL) and heated to at 120° C. for 70 minutes in a microwave reactor (sealed vessel). The reaction was diluted with water (10 mL) and saturated aqueous solution of NaHCO3 before extracting into DCM. The organic layer was...